Dataset: the Open Reaction Database (ORD), a public repository of structured organic reaction records. Task: describe an organic reaction: reactants, conditions, products, and yield Reaction SMILES: [CH3:15][NH:16][CH2:17][c:18]1[cH:19][cH:20][cH:21][cH:22][cH:23]1.[Cl:1][c:2]1[n:3]([CH2:10][C:11]2([CH3:14])[O:12][CH2:13]2)[cH:4][c:5]([N+:7](=[O:8])[O-:9])[n:6]1.[O:24]=[CH:25][N:26]([CH3:27])[CH3:28].[OH2:29]>>[Cl:1][c:2]1[n:3]([CH2:10][C:11]([OH:12])([CH2:13][N:16]([CH3:15])[CH2:17][c:18]2[cH:19][cH:20][cH:21][cH:22][cH:23]2)[CH3:14])[cH:4][c:5]([N+:7](=[O:8])[O-:9])[n:6]1. Starting materials: CNCc1ccccc1, CC1(Cn2cc([N+](=O)[O-])nc2Cl)CO1, CN(C)C=O, O. The product is CN(Cc1ccccc1)CC(C)(O)Cn1cc([N+](=O)[O-])nc1Cl.